Dataset: the Open Reaction Database (ORD), a public repository of structured organic reaction records. Task: describe an organic reaction: reactants, conditions, products, and yield Reactants: Br, CC1(C)C(C(=O)O)C1(C)C, COCCn1c(C)c(C)sc1=N. The product is COCCn1c(C)c(C)sc1=NC(=O)C1C(C)(C)C1(C)C. RXN SMILES: [BrH:1].[CH3:14][C:15]1([CH3:16])[CH:17]([C:18]([OH:19])=[O:20])[C:21]1([CH3:22])[CH3:23].[CH3:2][O:3][CH2:4][CH2:5][n:6]1[c:7](=[NH:13])[s:8][c:9]([CH3:12])[c:10]1[CH3:11]>>[CH3:2][O:3][CH2:4][CH2:5][n:6]1[c:7](=[N:13][C:18]([CH:17]2[C:15]([CH3:14])([CH3:16])[C:21]2([CH3:22])[CH3:23])=[O:19])[s:8][c:9]([CH3:12])[c:10]1[CH3:11]. Starting materials: Intermediate 26, [Si](C)(C)(C(C)(C)C)OCCC=1OC=CC1B(O)O (2-[2-(tert-butyldimethylsilanyloxy)-ethyl]-furan-3-yl-boronic acid), NC1=CC=C(C(=C1C(=O)OC)O)Br (methyl 6-amino-3-bromo-2-hydroxybenzoate), [Si](C)(C)(C(C)(C)C)OCCC=1OC=CC1B(O)O (2-[2-(tert-butyldimethylsilanyloxy)-ethyl]-furan-3-yl-boronic acid). The product is NC1=CC=C(C(=C1C(=O)OC)O)C1=C(OC=C1)CCO[Si](C)(C)C(C)(C)C (Methyl 6-amino-3-{2-[2-(tert-butyldimethylsilanyloxy)-ethyl]-furan-3-yl}-2-hydroxybenzoate). Reaction SMILES: [NH2:1][C:2]1[C:7]([C:8]([O:10][CH3:11])=[O:9])=[C:6]([OH:12])[C:5](Br)=[CH:4][CH:3]=1.[Si:14]([O:21][CH2:22][CH2:23][C:24]1[O:25][CH:26]=[CH:27][C:28]=1B(O)O)([C:17]([CH3:20])([CH3:19])[CH3:18])([CH3:16])[CH3:15]>>[NH2:1][C:2]1[C:7]([C:8]([O:10][CH3:11])=[O:9])=[C:6]([OH:12])[C:5]([C:28]2[CH:27]=[CH:26][O:25][C:24]=2[CH2:23][CH2:22][O:21][Si:14]([C:17]([CH3:20])([CH3:19])[CH3:18])([CH3:16])[CH3:15])=[CH:4][CH:3]=1. Procedure details: Prepared by proceeding in a similar manner to Intermediate 26, starting from methyl 6-amino-3-bromo-2-hydroxybenzoate (prepared according to Wang et al, Bioorg Med Chem Lett 2007 17 2817) and 2-[2-(tert-butyldimethylsilanyloxy)-ethyl]-furan-3-yl-boronic acid (Intermediate 33). The material was used without further characterisation.